This data is from the Open Reaction Database (ORD), a public repository of structured organic reaction records. The task is: describe an organic reaction: reactants, conditions, products, and yield Product: NC1=NC=2C=CC=CC2C2=C1N=CN2CCCCNC(C2=CC=C(C=C2)C(C2=CC=CC=C2)=O)=O (N1-[4-(4-amino-1H-imidazo[4,5-c]quinolin1-yl)butyl]-4-benzoylbenzamide). Procedure: Using the general method of Example 14, 1-(4-aminobutyl)-1H-imidazo[4,5-c]quinolin-4-amine (0.51 g, 2.0 mmol) was reacted with 4-benzoylbenzoyl chloride (2.0 mmol) to provide 0.15 g of N1-[4-(4-amino-1H-imidazo[4,5-c]quinolin1-yl)butyl]-4-benzoylbenzamide as a white solid, m.p. 159-161° C. 1H NMR (500 MHz, CDCl3) δ8.06 (s, 1H), 7.96 (d, J=8.0 Hz, 1H), 7.91 (d, J=8.0 Hz, 1H), 7.85 (d, J=8.0 Hz, 2H), 7.81 (d, J=8.0 Hz, 2H), 7.76 (d, J=8.0 Hz, 2H), 7.60 (m, 2H), 7.49 (t, J=8.0 Hz, 2H), 7.48 (t, J=8... Starting materials: NCCCCN1C=NC=2C(=NC=3C=CC=CC3C21)N (1-(4-aminobutyl)-1H-imidazo[4,5-c]quinolin-4-amine), C(C1=CC=CC=C1)(=O)C1=CC=C(C(=O)Cl)C=C1 (4-benzoylbenzoyl chloride). Yield: 16.2%. RXN SMILES: [NH2:1][CH2:2][CH2:3][CH2:4][CH2:5][N:6]1[C:18]2[C:17]3[CH:16]=[CH:15][CH:14]=[CH:13][C:12]=3[N:11]=[C:10]([NH2:19])[C:9]=2[N:8]=[CH:7]1.[C:20]([C:28]1[CH:36]=[CH:35][C:31]([C:32](Cl)=[O:33])=[CH:30][CH:29]=1)(=[O:27])[C:21]1[CH:26]=[CH:25][CH:24]=[CH:23][CH:22]=1>>[NH2:19][C:10]1[C:9]2[N:8]=[CH:7][N:6]([CH2:5][CH2:4][CH2:3][CH2:2][NH:1][C:32](=[O:33])[C:31]3[CH:30]=[CH:29][C:28]([C:20](=[O:27])[C:21]4[CH:26]=[CH:25][CH:24]=[CH:23][CH:22]=4)=[CH:36][CH:35]=3)[C:18]=2[C:17]2[CH:16]=[CH:15][CH:14]=[CH:13][C:12]=2[N:11]=1. The reactants are Cl.COC1=C(C=CC=C1)C=1C=2C3=C(NC2C=CC1)CCNCC3 (10-(2-methoxyphenyl)-1,2,3,4,5,6-hexahydroazepino[4,5-b]indole hydrochloride), C(#N)[BH3-].[Na+] (sodium cyanoborohydride). The solvent is FC(C(=O)O)(F)F (trifluoroacetic acid), CO (methanol), O (water). Yields the product COC1=C(C=CC=C1)C=1C=2[C@H]3[C@@H](NC2C=CC1)CCNCC3 ((5aS*,10bS*)-10-(2-Methoxyphenyl)-1,2,3,4,5,5a,6,10b-octahydroazepino[4,5-b]indole). Yield: 36.0%. As a reaction SMILES: Cl.[CH3:2][O:3][C:4]1[CH:9]=[CH:8][CH:7]=[CH:6][C:5]=1[C:10]1[C:11]2[C:12]3[CH2:23][CH2:22][NH:21][CH2:20][CH2:19][C:13]=3[NH:14][C:15]=2[CH:16]=[CH:17][CH:18]=1.C([BH3-])#N.[Na+]>FC(F)(F)C(O)=O.CO.O>[CH3:2][O:3][C:4]1[CH:9]=[CH:8][CH:7]=[CH:6][C:5]=1[C:10]1[C:11]2[C@@H:12]3[CH2:23][CH2:22][NH:21][CH2:20][CH2:19][C@@H:13]3[NH:14][C:15]=2[CH:16]=[CH:17][CH:18]=1 |f:0.1,2.3|. Procedure details: A 0° C. solution of 10-(2-methoxyphenyl)-1,2,3,4,5,6-hexahydroazepino[4,5-b]indole hydrochloride from above (286 mg, 0.87 mmol) in trifluoroacetic acid (4 mL) was treated with a solution of sodium cyanoborohydride (278 mg 4.42 mmol) in methanol (1 mL). The reaction was allowed to slowly warm to room temperature over 3.8 hours then diluted with water and concentrated in vacuo to remove the majority of acid. The residue was made basic with 15% NaOH, extracted with CH2Cl2 dried over MgSO4 and conce... Reaction conditions: temperature 80 celsius. RXN SMILES: F[C:2]1[CH:7]=[CH:6][C:5]([N+:8]([O-:10])=[O:9])=[C:4]([O:11][CH3:12])[CH:3]=1.CC(C)([O-])C.[K+].O1CCCC1.[C:24]([CH2:26][C:27]([O:29][C:30]([CH3:33])([CH3:32])[CH3:31])=[O:28])#[N:25].C(O)(=O)C>>[C:30]([O:29][C:27](=[O:28])[CH:26]([C:24]#[N:25])[C:2]1[CH:7]=[CH:6][C:5]([N+:8]([O-:10])=[O:9])=[C:4]([O:11][CH3:12])[CH:3]=1)([CH3:33])([CH3:32])[CH3:31] |f:1.2|. Reactants: FC1=CC(=C(C=C1)[N+](=O)[O-])OC (4-Fluoro-2-methoxy-1-nitro-benzene), CC(C)([O-])C.[K+] (Potassium tert-Butoxide), O1CCCC1 (Tetrahydrofuran), C(#N)CC(=O)OC(C)(C)C (t-Butyl cyanoacetate), C(C)(=O)O (Acetic acid). The product is C(C)(C)(C)OC(C(C1=CC(=C(C=C1)[N+](=O)[O-])OC)C#N)=O (Cyano-(3-methoxy-4-nitro-phenyl)-acetic acid tert-butyl ester). Yield: 50.0%. Procedure: Into a seal vessel, 4-Fluoro-2-methoxy-1-nitro-benzene (15.00 g, 87.65 mmol), 1.00 M of Potassium tert-Butoxide in Tetrahydrofuran (193 mL, 193 mmol), and t-Butyl cyanoacetate (24.7 g, 175 mmol) were added. The reaction mixture was heated at 80° C. for 4 hours. The reaction was cooled to room temperature. Acetic acid (10.96 mL, 192.8 mmol) was added. The reaction was partitioned with water and DCM. The organic was separated, washed with Brine and dried over Na2SO4. The solid was filtered and was...